From a dataset of the Open Reaction Database (ORD), a public repository of structured organic reaction records. describe an organic reaction: reactants, conditions, products, and yield Starting materials: CCCC(=O)Nc1nn(COCC[Si](C)(C)C)c2cc(Cl)c(Br)cc12, CCOC(C)=O, [Na+], [Na+], O=C([O-])[O-], C1COCCO1, O, OB(O)c1ccccc1, c1ccc(P(c2ccccc2)(c2ccccc2)[Pd](P(c2ccccc2)(c2ccccc2)c2ccccc2)(P(c2ccccc2)(c2ccccc2)c2ccccc2)P(c2ccccc2)(c2ccccc2)c2ccccc2)cc1. Yields the product CCCC(=O)Nc1nn(COCC[Si](C)(C)C)c2cc(Cl)c(-c3ccccc3)cc12. As a reaction SMILES: [Br:16][c:17]1[cH:18][c:19]2[c:20]([NH:35][C:36]([CH2:37][CH2:38][CH3:39])=[O:40])[n:21][n:22]([CH2:27][O:28][CH2:29][CH2:30][Si:31]([CH3:32])([CH3:33])[CH3:34])[c:23]2[cH:24][c:25]1[Cl:26].[CH3:41][CH2:42][O:43][C:44](=[O:45])[CH3:46].[Na+:10].[Na+:11].[O-:12][C:13](=[O:14])[O-:15].[O:48]1[CH2:49][CH2:50][O:51][CH2:52][CH2:53]1.[OH2:47].[OH:1][B:2]([OH:3])[c:4]1[cH:5][cH:6][cH:7][cH:8][cH:9]1.[cH:54]1[cH:55][cH:56][c:57]([P:58]([Pd:59]([P:60]([c:61]2[cH:62][cH:63][cH:64][cH:65][cH:66]2)([c:67]2[cH:68][cH:69][cH:70][cH:71][cH:72]2)[c:73]2[cH:74][cH:75][cH:76][cH:77][cH:78]2)([P:79]([c:80]2[cH:81][cH:82][cH:83][cH:84][cH:85]2)([c:86]2[cH:87][cH:88][cH:89][cH:90][cH:91]2)[c:92]2[cH:93][cH:94][cH:95][cH:96][cH:97]2)[P:98]([c:99]2[cH:100][cH:101][cH:102][cH:103][cH:104]2)([c:105]2[cH:106][cH:107][cH:108][cH:109][cH:110]2)[c:111]2[cH:112][cH:113][cH:114][cH:115][cH:116]2)([c:117]2[cH:118][cH:119][cH:120][cH:121][cH:122]2)[c:123]2[cH:124][cH:125][cH:126][cH:127][cH:128]2)[cH:129][cH:130]1>>[c:4]1(-[c:17]2[cH:18][c:19]3[c:20]([NH:35][C:36]([CH2:37][CH2:38][CH3:39])=[O:40])[n:21][n:22]([CH2:27][O:28][CH2:29][CH2:30][Si:31]([CH3:32])([CH3:33])[CH3:34])[c:23]3[cH:24][c:25]2[Cl:26])[cH:5][cH:6][cH:7][cH:8][cH:9]1.